Dataset: the Open Reaction Database (ORD), a public repository of structured organic reaction records. Task: describe an organic reaction: reactants, conditions, products, and yield The reactants are CC(C)(C)OC(=O)NC(Cc1ccccc1)C(O)CNOC1CCCCC1, O=C(O)C(F)(F)F. Product: NC(Cc1ccccc1)C(O)CNOC1CCCCC1. Reaction SMILES: [CH2:1]([c:2]1[cH:3][cH:4][cH:5][cH:6][cH:7]1)[CH:8]([CH:9]([CH2:10][NH:11][O:12][CH:13]1[CH2:14][CH2:15][CH2:16][CH2:17][CH2:18]1)[OH:19])[NH:20][C:21](=[O:22])[O:23][C:24]([CH3:25])([CH3:26])[CH3:27].[OH:28][C:29]([C:30]([F:31])([F:32])[F:33])=[O:34]>>[CH2:1]([c:2]1[cH:3][cH:4][cH:5][cH:6][cH:7]1)[CH:8]([CH:9]([CH2:10][NH:11][O:12][CH:13]1[CH2:14][CH2:15][CH2:16][CH2:17][CH2:18]1)[OH:19])[NH2:20]. The reactants are CCCCc1c[nH]c(=S)[nH]c1=O, CCO, CI, [Na+], [OH-], O. Product: CCCCc1cnc(SC)[nH]c1=O. As a reaction SMILES: [CH2:3]([CH2:4][CH2:5][CH3:6])[c:7]1[c:8](=[O:14])[nH:9][c:10](=[S:13])[nH:11][cH:12]1.[CH3:18][CH2:19][OH:20].[CH3:1][I:2].[Na+:16].[OH-:15].[OH2:17]>>[CH3:1][S:13][c:10]1[nH:9][c:8](=[O:14])[c:7]([CH2:3][CH2:4][CH2:5][CH3:6])[cH:12][n:11]1. Yield: 79.0%. Product: C(C1=CC=CC=C1)OC1=NN(C(=C1CC1=CC=C(C=C1)CC)C)C(C)C (3-benzyloxy-4-(4-ethylbenzyl)-1-isopropyl-5-methyl-1H-pyrazole). Run in O (water), CN(C=O)C (N,N-dimethylformamide). Procedure: To a suspension of the thus obtained 3-benzyloxy-4-(4-ethylbenzyl)-5-methyl-1H-pyrazole (200 mg, 0.65 mmol) and cesium carbonate (1.06 g, 3.25 mmol) in N,N-dimethylformamide (4 mL), isopropyl iodide (350 mg, 2.06 mmol) was added dropwise at room temperature. After stirring at room temperature for 13 hours, additional cesium carbonate (1.06 g, 3.25 mmol) and isopropyl iodide (350 mg, 2.06 mmol) were added. After stirring at room temperature for an additional 3 hours, the reaction mixture was dilu... Reactants: C([O-])([O-])=O.[Cs+].[Cs+] (cesium carbonate), C(C)(C)I (isopropyl iodide), C(C1=CC=CC=C1)OC1=NNC(=C1CC1=CC=C(C=C1)CC)C (3-benzyloxy-4-(4-ethylbenzyl)-5-methyl-1H-pyrazole), C([O-])([O-])=O.[Cs+].[Cs+] (cesium carbonate), C(C)(C)I (isopropyl iodide). Run at time 13 hour. As a reaction SMILES: [CH2:1]([O:8][C:9]1[C:13]([CH2:14][C:15]2[CH:20]=[CH:19][C:18]([CH2:21][CH3:22])=[CH:17][CH:16]=2)=[C:12]([CH3:23])[NH:11][N:10]=1)[C:2]1[CH:7]=[CH:6][CH:5]=[CH:4][CH:3]=1.C(=O)([O-])[O-].[Cs+].[Cs+].[CH:30](I)([CH3:32])[CH3:31]>CN(C)C=O.O>[CH2:1]([O:8][C:9]1[C:13]([CH2:14][C:15]2[CH:16]=[CH:17][C:18]([CH2:21][CH3:22])=[CH:19][CH:20]=2)=[C:12]([CH3:23])[N:11]([CH:30]([CH3:32])[CH3:31])[N:10]=1)[C:2]1[CH:3]=[CH:4][CH:5]=[CH:6][CH:7]=1 |f:1.2.3|. The product is FC(C=Cc1ccc(F)c(Oc2ccccc2)c1)=C(c1ccc(Cl)cc1)C1CC1. As a reaction SMILES: [CH3:39][O-:40].[Cl:24][c:25]1[cH:26][cH:27][c:28]([C:29](=[C:30]([CH:31]=[O:32])[F:33])[CH:34]2[CH2:35][CH2:36]2)[cH:37][cH:38]1.[F:1][c:2]1[c:3]([O:17][c:18]2[cH:19][cH:20][cH:21][cH:22][cH:23]2)[cH:4][c:5]([CH2:6][P:7](=[O:8])([O:9][CH2:10][CH3:11])[O:12][CH2:13][CH3:14])[cH:15][cH:16]1.[Na+:41].[O:42]1[CH2:43][CH2:44][CH2:45][CH2:46]1>>[F:1][c:2]1[c:3]([O:17][c:18]2[cH:19][cH:20][cH:21][cH:22][cH:23]2)[cH:4][c:5]([CH:6]=[CH:31][C:30](=[C:29]([c:28]2[cH:27][cH:26][c:25]([Cl:24])[cH:38][cH:37]2)[CH:34]2[CH2:35][CH2:36]2)[F:33])[cH:15][cH:16]1. Reactants: C[O-], O=CC(F)=C(c1ccc(Cl)cc1)C1CC1, CCOP(=O)(Cc1ccc(F)c(Oc2ccccc2)c1)OCC, [Na+], C1CCOC1. Reactants: O=C(n1ccnc1)n1ccnc1, CN(C)C=O, CC1(C)Cc2cc(C(=O)O)ccc2NC1c1cccc(N)c1, O=C(O)c1cccnc1. Yields the product CC1(C)Cc2cc(C(=O)O)ccc2NC1c1cccc(NC(=O)c2cccnc2)c1. RXN SMILES: [C:10]([n:11]1[cH:12][cH:13][n:14][cH:15]1)([n:16]1[cH:17][cH:18][n:19][cH:20]1)=[O:21].[CH3:44][N:45]([CH3:46])[CH:47]=[O:48].[NH2:22][c:23]1[cH:24][c:25]([CH:29]2[NH:30][c:31]3[cH:32][cH:33][c:34]([C:41](=[O:42])[OH:43])[cH:35][c:36]3[CH2:37][C:38]2([CH3:39])[CH3:40])[cH:26][cH:27][cH:28]1.[OH:1][C:2](=[O:3])[c:4]1[cH:5][cH:6][cH:7][n:8][cH:9]1>>[C:2](=[O:3])([c:4]1[cH:5][cH:6][cH:7][n:8][cH:9]1)[NH:22][c:23]1[cH:24][c:25]([CH:29]2[NH:30][c:31]3[cH:32][cH:33][c:34]([C:41](=[O:42])[OH:43])[cH:35][c:36]3[CH2:37][C:38]2([CH3:39])[CH3:40])[cH:26][cH:27][cH:28]1. Starting materials: ClC1=C(C(=CC(=C1)C(F)(F)F)Cl)N1N=C(C(=C1)C#C)C (1-(2,6-dichloro-4-trifluoromethylphenyl)4-ethynyl-3-methylpyrazole), BrN1C(CCC1=O)=O (N-bromosuccinimide). Reagents/catalysts: [N+](=O)([O-])[O-].[Ag+] (silver nitrate). The solvent is CC(=O)C (acetone). Reaction conditions: time 1 hour. The product is BrC#CC=1C(=NN(C1)C1=C(C=C(C=C1Cl)C(F)(F)F)Cl)C (4-Bromoethynyl-1-(2,6-dichloro-4-trifluoromethylphenyl)-3-methylpyrazole), solid. As a reaction SMILES: [Cl:1][C:2]1[CH:7]=[C:6]([C:8]([F:11])([F:10])[F:9])[CH:5]=[C:4]([Cl:12])[C:3]=1[N:13]1[CH:17]=[C:16]([C:18]#[CH:19])[C:15]([CH3:20])=[N:14]1.[Br:21]N1C(=O)CCC1=O>CC(C)=O.[N+]([O-])([O-])=O.[Ag+]>[Br:21][C:19]#[C:18][C:16]1[C:15]([CH3:20])=[N:14][N:13]([C:3]2[C:4]([Cl:12])=[CH:5][C:6]([C:8]([F:9])([F:10])[F:11])=[CH:7][C:2]=2[Cl:1])[CH:17]=1 |f:3.4|. Procedure details: To a stirred solution of 1-(2,6-dichloro-4-trifluoromethylphenyl)4-ethynyl-3-methylpyrazole (0.53 g) in acetone (5 ml) was added N-bromosuccinimide (0.295 g) and silver nitrate (0.028 g). Stirring was continued at room temperature for 1 hour. The reaction mixture was evaporated and the residue taken up in ether and washed with water. The organic layer was separated, dried and evaporated. The residue was purified by column chromatography on silica gel (10 g) eluted with hexane and then dichiorome...